describe an organic reaction: reactants, conditions, products, and yield From a dataset of the Open Reaction Database (ORD), a public repository of structured organic reaction records. Starting materials: CI, CS(C)=O, [Cl-], CCOC(=O)CCc1c[nH]c2c(-c3noc(-c4ccc(OC(C)C)c(Cl)c4)n3)c(F)ccc12, [K+], [NH4+], [OH-]. Yields the product CCOC(=O)CCc1cn(C)c2c(-c3noc(-c4ccc(OC(C)C)c(Cl)c4)n3)c(F)ccc12. RXN SMILES: [CH3:36][I:37].[CH3:40][S:41](=[O:42])[CH3:43].[Cl-:38].[Cl:1][c:2]1[cH:3][c:4](-[c:12]2[n:13][c:14](-[c:17]3[c:18]([F:33])[cH:19][cH:20][c:21]4[c:22]([CH2:26][CH2:27][C:28](=[O:29])[O:30][CH2:31][CH3:32])[cH:23][nH:24][c:25]34)[n:15][o:16]2)[cH:5][cH:6][c:7]1[O:8][CH:9]([CH3:10])[CH3:11].[K+:35].[NH4+:39].[OH-:34]>>[Cl:1][c:2]1[cH:3][c:4](-[c:12]2[n:13][c:14](-[c:17]3[c:18]([F:33])[cH:19][cH:20][c:21]4[c:22]([CH2:26][CH2:27][C:28](=[O:29])[O:30][CH2:31][CH3:32])[cH:23][n:24]([CH3:36])[c:25]34)[n:15][o:16]2)[cH:5][cH:6][c:7]1[O:8][CH:9]([CH3:10])[CH3:11]. The reactants are OC1=C(C(N(C2=NC=CC=C12)C1=CC=CC=C1)=O)CC(C)O (4-hydroxy-3-(2-hydroxypropyl)1-phenyl-1,8-naphthyridin-2(lH)-one), O (water), N1=CC=CC=C1 (pyridine), O=S(Cl)Cl (SOCl2). Run in C(Cl)Cl (CH2Cl2). Yields the product CC1CC2=C(N(C3=NC=CC=C3C2=O)C2=CC=CC=C2)O1 (3,9-Dihydro-2-methyl-9-phenyl-furo[2,3-b][1,8]naphthyridin-4(2H)-one). As a reaction SMILES: [OH:1][C:2]1[C:11]2[C:6](=[N:7][CH:8]=[CH:9][CH:10]=2)[N:5]([C:12]2[CH:17]=[CH:16][CH:15]=[CH:14][CH:13]=2)[C:4](=[O:18])[C:3]=1[CH2:19][CH:20](O)[CH3:21].N1C=CC=CC=1.O=S(Cl)Cl.O>C(Cl)Cl>[CH3:21][CH:20]1[O:18][C:4]2[N:5]([C:12]3[CH:13]=[CH:14][CH:15]=[CH:16][CH:17]=3)[C:6]3[C:11]([C:2](=[O:1])[C:3]=2[CH2:19]1)=[CH:10][CH:9]=[CH:8][N:7]=3. Procedure details: A suspension of 4-hydroxy-3-(2-hydroxypropyl)1-phenyl-1,8-naphthyridin-2(lH)-one (1 g.) in CH2CL2 was stirred in an atmosphere of nitrogen. To this was added pyridine (1.5 ml.). To this mixture was added a solution of SOCl2 (1.5 ml.) in CH2Cl2 (10 ml.) dropwise over a period of 15 minutes. The mixture was stirred overnight at room temperature then water was added. The CH2Cl2 layer was separated, dried and evaporated. Recrystallization from isopropanol yielded the product, m.p. 207°-209° C. Starting materials: FC(C1=C(C2=C(N=CN=C2N2CCOCC2)N1COCC[Si](C)(C)C)C=1C=C(C#N)C=CC1)F (3-[6-(difluoromethyl)-4-(morpholin-4-yl)-7-{[2-(trimethylsilyl)ethoxy]methyl}-7H-pyrrolo[2,3-d]pyrimidin-5-yl]benzonitrile). The solvent is FC(C(=O)O)(F)F (trifluoroacetic acid). Product: FC(C1=C(C2=C(N=CN=C2N2CCOCC2)N1)C=1C=C(C#N)C=CC1)F (3-[6-(difluoromethyl)-4-(morpholin-4-yl)-7H-pyrrolo[2,3-d]pyrimidin-5-yl]benzonitrile). As a reaction SMILES: [F:1][CH:2]([F:34])[C:3]1[N:17](COCC[Si](C)(C)C)[C:6]2[N:7]=[CH:8][N:9]=[C:10]([N:11]3[CH2:16][CH2:15][O:14][CH2:13][CH2:12]3)[C:5]=2[C:4]=1[C:26]1[CH:27]=[C:28]([CH:31]=[CH:32][CH:33]=1)[C:29]#[N:30]>FC(F)(F)C(O)=O>[F:34][CH:2]([F:1])[C:3]1[NH:17][C:6]2[N:7]=[CH:8][N:9]=[C:10]([N:11]3[CH2:16][CH2:15][O:14][CH2:13][CH2:12]3)[C:5]=2[C:4]=1[C:26]1[CH:27]=[C:28]([CH:31]=[CH:32][CH:33]=1)[C:29]#[N:30]. Procedure: A solution of 3-[6-(difluoromethyl)-4-(morpholin-4-yl)-7-{[2-(trimethylsilyl)ethoxy]methyl}-7H-pyrrolo[2,3-d]pyrimidin-5-yl]benzonitrile (C31) (10 mg, 21 μmol) in trifluoroacetic acid (2 mL) was stirred at room temperature for 24 hours. The reaction mixture was concentrated and purified by preparative reversed phase high-performance liquid chromatography (Column: DIKMA Diamonsil(2) C18, 5 μm; Eluent: 22% acetonitrile in water containing 0.225% formic acid) to provide the product as a white solid... Starting materials: NC=1C=C(C=CC1)NC1=NC=CC(=N1)NC1=CC(=NN1)C1CC1 (N2-(3-aminophenyl)-N4-(3-cyclopropyl-1H-pyrazol-5-yl)pyrimidine-2,4-diamine), FC(C=1C=C(C(=O)Cl)C=CC1)(F)F (3-(trifluoromethyl)benzoyl chloride). Run in C(Cl)Cl (CH2Cl2), C(Cl)Cl (CH2Cl2). Run at time 1 hour. The product is C1(CC1)C1=NNC(=C1)NC1=NC(=NC=C1)NC=1C=C(C=CC1)NC(C1=CC(=CC=C1)C(F)(F)F)=O (N-(3-(4-(3-cyclopropyl-1H-pyrazol-5-ylamino)pyrimidin-2-ylamino)phenyl)-3-(trifluoromethyl)benzamide). Reaction SMILES: [NH2:1][C:2]1[CH:3]=[C:4]([NH:8][C:9]2[N:14]=[C:13]([NH:15][C:16]3[NH:20][N:19]=[C:18]([CH:21]4[CH2:23][CH2:22]4)[CH:17]=3)[CH:12]=[CH:11][N:10]=2)[CH:5]=[CH:6][CH:7]=1.[F:24][C:25]([F:36])([F:35])[C:26]1[CH:27]=[C:28]([CH:32]=[CH:33][CH:34]=1)[C:29](Cl)=[O:30]>C(Cl)Cl>[CH:21]1([C:18]2[CH:17]=[C:16]([NH:15][C:13]3[CH:12]=[CH:11][N:10]=[C:9]([NH:8][C:4]4[CH:3]=[C:2]([NH:1][C:29](=[O:30])[C:28]5[CH:32]=[CH:33][CH:34]=[C:26]([C:25]([F:24])([F:35])[F:36])[CH:27]=5)[CH:7]=[CH:6][CH:5]=4)[N:14]=3)[NH:20][N:19]=2)[CH2:23][CH2:22]1. Procedure details: A solution of N2-(3-aminophenyl)-N4-(3-cyclopropyl-1H-pyrazol-5-yl)pyrimidine-2,4-diamine (0.014 g, 0.046 mmol; Shokat Lab: A. Statsyuk) in CH2Cl2 (10 mL) was cooled in an ice-water bath. To this 3-(trifluoromethyl)benzoyl chloride (0.007 mL, 0.046 mmol) diluted in CH2Cl2 (5 mL) was added drop wise. The reaction was allowed to warm and was left stirring for 1 hour. The reaction proceeded until completion as judged by TLC and LC-MS. The reaction mixture was concentrated in vacuo, resuspended in 5... Reactants: C([O-])(O)=O.[Na+] (sodium bicarbonate), COC=1C=C(N)C=C(C1OC)OC (3,4,5-trimethoxyaniline), Cl.N1=CC=CC=C1 (pyridine hydrochloride), ClN1C=2C(=CC(=C1)C#N)SC(C2)I (4-chloro-2-iodothieno[3,2-b]pyridine-6-carbonitrile). RXN SMILES: [CH3:1][O:2][C:3]1[CH:4]=[C:5]([CH:7]=[C:8]([O:12][CH3:13])[C:9]=1[O:10][CH3:11])[NH2:6].Cl.N1C=CC=CC=1.Cl[N:22]1[CH:27]=[C:26]([C:28]#[N:29])[CH:25]=[C:24]2[S:30][CH:31]([I:33])[CH:32]=[C:23]12.C(=O)(O)[O-].[Na+]>C(OCCO)C>[I:33][C:31]1[S:30][C:24]2[C:23](=[N:22][CH:27]=[C:26]([C:28]#[N:29])[C:25]=2[NH:6][C:5]2[CH:7]=[C:8]([O:12][CH3:13])[C:9]([O:10][CH3:11])=[C:3]([O:2][CH3:1])[CH:4]=2)[CH:32]=1 |f:1.2,4.5|. Yield: 85.7%. Solvent: C(C)OCCO (2-ethoxyethanol). Procedure: A mixture of 3,4,5-trimethoxyaniline (964 mg, 5.26 mmol), pyridine hydrochloride (100 mg, 0.76 mmol) and 4-chloro-2-iodothieno[3,2-b]pyridine-6-carbonitrile (937 mg, 2.92 mmol) in 50 mL of 2-ethoxyethanol is heated at reflux overnight. The solution is poured into saturated aqueous sodium bicarbonate and the resulting solid is collected by filtration, washed with water and dried under reduced pressure. The resultant solid is purified by flash column chromatography eluting with 2% methanol in dich... The product is IC1=CC2=NC=C(C(=C2S1)NC1=CC(=C(C(=C1)OC)OC)OC)C#N (2-iodo-7-[(3,4,5-trimethoxyphenyl)amino]thieno[3,2-b]pyridine-6-carbonitrile). The reactants are C1(=CC=C(C=C1)C=1NC=CN1)C (2-p-tolylimidazole), C=O (formalin), [OH-].[K+] (potassium hydroxide), COCCO (methyl cellosolve). Product: C1(=CC=C(C=C1)C=1NC(=C(N1)CO)CO)C (2-p-tolyl-4,5-dihydroxymethyl imidazole), final product. Yield: 9.0%. Reaction SMILES: [C:1]1([CH3:12])[CH:6]=[CH:5][C:4]([C:7]2[NH:8][CH:9]=[CH:10][N:11]=2)=[CH:3][CH:2]=1.[CH2:13]=[O:14].[OH-].[K+].[CH3:17][O:18]CCO>>[C:1]1([CH3:12])[CH:2]=[CH:3][C:4]([C:7]2[NH:11][C:10]([CH2:13][OH:14])=[C:9]([CH2:17][OH:18])[N:8]=2)=[CH:5][CH:6]=1 |f:2.3|. Procedure: A mixture of 15.8 g (0.1 mole) of 2-p-tolylimidazole, 24 ml (0.3 mole) of 37% formalin and 2 g of potassium hydroxide was heated for 30 minutes with stirring in the same way as in Example 1, and the reaction mixture was post-treated in the same way as in Example 1 except that methyl cellosolve was used instead of methanol as a recrystallization solvent to afford 2-p-tolyl-4,5-dihydroxymethyl imidazole as a final product in an amount of 2 g (yield 9%). Reactants: C[C@@]12[C@H](CC[C@H]1[C@@H]1CC=C3C[C@H](CC[C@]3(C)[C@H]1CC2)O)O (5-androstene-3β,17β-diol), C(C)(=O)OC(C)=O (acetic anhydride), N1=CC=CC=C1 (pyridine), O (water). The product is C(C)(=O)O[C@@H]1CC2=CC[C@H]3[C@@H]4CC[C@@H]([C@@]4(C)CC[C@@H]3[C@]2(CC1)C)OC(C)=O (5-androstene-3β,17β-diol diacetate). Isolated yield 81.3%. As a reaction SMILES: [CH3:1][C@:2]12[CH2:19][CH2:18][C@H:17]3[C@@H:7]([CH2:8][CH:9]=[C:10]4[C@:15]3([CH3:16])[CH2:14][CH2:13][C@H:12]([OH:20])[CH2:11]4)[C@@H:6]1[CH2:5][CH2:4][C@@H:3]2[OH:21].[C:22](OC(=O)C)(=[O:24])[CH3:23].N1[CH:34]=[CH:33]C=CC=1.[OH2:35]>>[C:22]([O:20][C@H:12]1[CH2:13][CH2:14][C@@:15]2([CH3:16])[C:10](=[CH:9][CH2:8][C@@H:7]3[C@@H:17]2[CH2:18][CH2:19][C@@:2]2([CH3:1])[C@H:6]3[CH2:5][CH2:4][C@@H:3]2[O:21][C:33](=[O:35])[CH3:34])[CH2:11]1)(=[O:24])[CH3:23]. Procedure details: A mixture of 5-androstene-3β,17β-diol (1 g, 3.44 mmol), acetic anhydride (2 Ml) and dry pyridine (4 Ml) was heated in a steam bath for 2 h, and poured into iced water. The precipitate was filtered, washed with water, dried and crystallized in methanol to afford the product 5-androstene-3β,17β-diol diacetate (1 g, 81.3%), mp 163-165° C. [Singh H., et al Indian J. Chem. 1969, 7, 1084-1087].